This data is from the Open Reaction Database (ORD), a public repository of structured organic reaction records. The task is: describe an organic reaction: reactants, conditions, products, and yield Reactants: O=C([O-])[O-], CON=C(Cl)c1ccccc1CCl, [K+], [K+], Oc1cccc(Cl)c1. Yields the product CON=C(Cl)c1ccccc1COc1cccc(Cl)c1. RXN SMILES: [C:9](=[O:10])([O-:11])[O-:12].[Cl:15][CH2:16][c:17]1[c:18]([C:19](=[N:20][O:21][CH3:22])[Cl:23])[cH:24][cH:25][cH:26][cH:27]1.[K+:13].[K+:14].[OH:1][c:2]1[cH:3][cH:4][cH:5][c:6]([Cl:7])[cH:8]1>>[O:1]([c:2]1[cH:3][cH:4][cH:5][c:6]([Cl:7])[cH:8]1)[CH2:16][c:17]1[c:18]([C:19](=[N:20][O:21][CH3:22])[Cl:23])[cH:24][cH:25][cH:26][cH:27]1.